This data is from the Open Reaction Database (ORD), a public repository of structured organic reaction records. The task is: describe an organic reaction: reactants, conditions, products, and yield Reactants: N1(CCCC2=CC=CC=C12)S(=O)(=O)C1=CC=C(C(=O)O)C=C1 (4-(3,4-dihydroquinolin-1(2H)-ylsulfonyl)benzoic acid), FC1=CC2=C(N=C(S2)N)C=C1 (6-fluorobenzo[d]thiazol-2-amine). Yields the product N1(CCCC2=CC=CC=C12)S(=O)(=O)C1=CC=C(C(=O)NC=2SC3=C(N2)C=CC(=C3)F)C=C1 (4-(3,4-dihydroquinolin-1(2H)-ylsulfonyl)-N-(6-fluorobenzo[d]thiazol-2-yl)benzamide). Reaction SMILES: [N:1]1([S:11]([C:14]2[CH:22]=[CH:21][C:17]([C:18](O)=[O:19])=[CH:16][CH:15]=2)(=[O:13])=[O:12])[C:10]2[C:5](=[CH:6][CH:7]=[CH:8][CH:9]=2)[CH2:4][CH2:3][CH2:2]1.[F:23][C:24]1[CH:33]=[CH:32][C:27]2[N:28]=[C:29]([NH2:31])[S:30][C:26]=2[CH:25]=1>>[N:1]1([S:11]([C:14]2[CH:15]=[CH:16][C:17]([C:18]([NH:31][C:29]3[S:30][C:26]4[CH:25]=[C:24]([F:23])[CH:33]=[CH:32][C:27]=4[N:28]=3)=[O:19])=[CH:21][CH:22]=2)(=[O:12])=[O:13])[C:2]2[C:7](=[CH:6][CH:5]=[CH:4][CH:3]=2)[CH2:8][CH2:9][CH2:10]1. Procedure: 4-(3,4-dihydroquinolin-1(2H)-ylsulfonyl)benzoic acid (1) (100 mg, 0.32 mmol) was treated with 6-fluorobenzo[d]thiazol-2-amine (41 mg, 0.24 mmol) using method B. The residue was purified using flash chromatography eluting with 0-40% EtOAc in hexanes to give 4-(3,4-dihydroquinolin-1(2H)-ylsulfonyl)-N-(6-fluorobenzo[d]thiazol-2-yl)benzamide as an off-white solid. Yield: 22 mg (19%). 1H-NMR: 8.22 (d, J=8.5 Hz, 2H), 7.94 (dd, J=8.5, 2.5 Hz, 1H), 7.84-7.75 (m, 3H), 7.61 (d, J=8.5 Hz, 2H), 7.33 (dt, J=...